This data is from the Open Reaction Database (ORD), a public repository of structured organic reaction records. The task is: describe an organic reaction: reactants, conditions, products, and yield The reactants are BrC=1C=C(C=CC1)C#CCCO (4-(3-bromophenyl)but-3-yn-1-ol). Reagents/catalysts: [Pt]=O (platinum oxide). Run in C(C)O (ethanol). The product is BrC=1C=C(C=CC1)CCCCO (4-(3-Bromophenyl)butan-1-ol). Yield: 84.2%. As a reaction SMILES: [Br:1][C:2]1[CH:3]=[C:4]([C:8]#[C:9][CH2:10][CH2:11][OH:12])[CH:5]=[CH:6][CH:7]=1>C(O)C.[Pt]=O>[Br:1][C:2]1[CH:3]=[C:4]([CH2:8][CH2:9][CH2:10][CH2:11][OH:12])[CH:5]=[CH:6][CH:7]=1. Procedure: A solution of 4-(3-bromophenyl)but-3-yn-1-ol (21 g) in ethanol (1000 ml) was hydrogenated over platinum oxide (500 mg) for 4 h. The catalyst was removed by filtration and the filtrate was evaporated to give the title compound (18 g) tlc (SiO2) diethyl ether Rf=0.38. Starting materials: CC(C)(C)OC(=O)NC1CCC(N)CC1, CC(C)O, CN(C)c1nc(Cl)nc2ccccc12, [Na+], O=C([O-])O. The product is CN(C)c1nc(NC2CCC(NC(=O)OC(C)(C)C)CC2)nc2ccccc12. Reaction SMILES: [C:15]([CH3:16])([CH3:17])([CH3:18])[O:19][C:20]([NH:21][CH:22]1[CH2:23][CH2:24][CH:25]([NH2:28])[CH2:26][CH2:27]1)=[O:29].[CH3:35][CH:36]([OH:37])[CH3:38].[Cl:1][c:2]1[n:3][c:4]2[cH:5][cH:6][cH:7][cH:8][c:9]2[c:10]([N:12]([CH3:13])[CH3:14])[n:11]1.[Na+:34].[O-:30][C:31]([OH:32])=[O:33]>>[c:2]1([NH:28][CH:25]2[CH2:24][CH2:23][CH:22]([NH:21][C:20]([O:19][C:15]([CH3:16])([CH3:17])[CH3:18])=[O:29])[CH2:27][CH2:26]2)[n:3][c:4]2[cH:5][cH:6][cH:7][cH:8][c:9]2[c:10]([N:12]([CH3:13])[CH3:14])[n:11]1. Starting materials: CS(=O)(=NC(=O)C=1C=NC=C(C1)C#CC1=CC(=CC=C1)NC(=O)C=1OC=CC1C)C1=CC=C(C=C1)CCC(=O)O (3-[4-(S-methyl-N-{[5-({3-[(3-methyl-2-furoyl)amino]phenyl}-ethynyl)pyridin-3-yl]carbonyl}sulfonimidoyl)-phenyl]propanoic acid), N1(CCNCC1)CCOCCO (2-(2-piperazin-1-yl-ethoxy)-ethanol). Yields the product OCCOCCN1CCN(CC1)C(CCC1=CC=C(C=C1)S(=NC(C1=CN=CC(=C1)C#CC1=CC(=CC=C1)NC(=O)C=1OC=CC1C)=O)(=O)C)=O (N-{[4-(3-{4-[2-(2-hydroxyethoxy)ethyl]piperazin-1-yl}-3-oxopropyl)phenyl] (methyl)oxido--sulfanylidene}-5-({3-[(3-methyl-2-furoyl)amino]phenyl}ethynyl)nicotinamide). Yield: 46.8%. RXN SMILES: [CH3:1][S:2]([C:30]1[CH:35]=[CH:34][C:33]([CH2:36][CH2:37][C:38]([OH:40])=O)=[CH:32][CH:31]=1)(=[N:4][C:5]([C:7]1[CH:8]=[N:9][CH:10]=[C:11]([C:13]#[C:14][C:15]2[CH:20]=[CH:19][CH:18]=[C:17]([NH:21][C:22]([C:24]3[O:25][CH:26]=[CH:27][C:28]=3[CH3:29])=[O:23])[CH:16]=2)[CH:12]=1)=[O:6])=[O:3].[N:41]1([CH2:47][CH2:48][O:49][CH2:50][CH2:51][OH:52])[CH2:46][CH2:45][NH:44][CH2:43][CH2:42]1>>[OH:52][CH2:51][CH2:50][O:49][CH2:48][CH2:47][N:41]1[CH2:46][CH2:45][N:44]([C:38](=[O:40])[CH2:37][CH2:36][C:33]2[CH:34]=[CH:35][C:30]([S:2]([CH3:1])(=[O:3])=[N:4][C:5](=[O:6])[C:7]3[CH:12]=[C:11]([C:13]#[C:14][C:15]4[CH:20]=[CH:19][CH:18]=[C:17]([NH:21][C:22]([C:24]5[O:25][CH:26]=[CH:27][C:28]=5[CH3:29])=[O:23])[CH:16]=4)[CH:10]=[N:9][CH:8]=3)=[CH:31][CH:32]=2)[CH2:43][CH2:42]1. Reported procedure: In a manner similar to that described in Example 485, 3-[4-(S-methyl-N-{[5-({3-[(3-methyl-2-furoyl)amino]phenyl}-ethynyl)pyridin-3-yl]carbonyl}sulfonimidoyl)-phenyl]propanoic acid (0.050 g, 0.090 mmol) and 2-(2-piperazin-1-yl-ethoxy)-ethanol (0.030 mL, 0.180 mmol) were reacted to give the title compound (0.030 g, 47%).